Task: describe an organic reaction: reactants, conditions, products, and yield. Dataset: the Open Reaction Database (ORD), a public repository of structured organic reaction records Reactants: FC1=CC(=C(C=C1)[N+](=O)[O-])OC (4-fluoro-2-methoxy-1-nitrobenzene), CN1CCN(CC1)C1CCNCC1 (1-methyl-4-(piperidin-4-yl)piperazine). Yields the product COC=1C=C(C=CC1[N+](=O)[O-])N1CCC(CC1)N1CCN(CC1)C (1-(1-(3-Methoxy-4-nitrophenyl)piperidin-4-yl)-4-methylpiperazine). As a reaction SMILES: F[C:2]1[CH:7]=[CH:6][C:5]([N+:8]([O-:10])=[O:9])=[C:4]([O:11][CH3:12])[CH:3]=1.[CH3:13][N:14]1[CH2:19][CH2:18][N:17]([CH:20]2[CH2:25][CH2:24][NH:23][CH2:22][CH2:21]2)[CH2:16][CH2:15]1>>[CH3:12][O:11][C:4]1[CH:3]=[C:2]([N:23]2[CH2:22][CH2:21][CH:20]([N:17]3[CH2:16][CH2:15][N:14]([CH3:13])[CH2:19][CH2:18]3)[CH2:25][CH2:24]2)[CH:7]=[CH:6][C:5]=1[N+:8]([O-:10])=[O:9]. Reported procedure: Starting Materials: 4-fluoro-2-methoxy-1-nitrobenzene and 1-methyl-4-(piperidin-4-yl)piperazine. The reactants are CC1=NC=C(N=C1)C(F)(F)F (2-methyl-5-(trifluoromethyl)pyrazine), BrN1C(CCC1=O)=O (N-bromosuccinimide), N(=NC(C#N)(C)C)C(C#N)(C)C (azobisisobutyronitrile). Run in FC(F)(F)C1=CC=CC=C1 (trifluoromethylbenzene). Run at temperature 90 celsius, time 30 minute. The product is BrCC1=NC=C(N=C1)C(F)(F)F (2-(bromomethyl)-5-(trifluoromethyl)pyrazine). The yield is 27.2%. Reaction SMILES: [CH3:1][C:2]1[CH:7]=[N:6][C:5]([C:8]([F:11])([F:10])[F:9])=[CH:4][N:3]=1.[Br:12]N1C(=O)CCC1=O.N(C(C)(C)C#N)=NC(C)(C)C#N>FC(C1C=CC=CC=1)(F)F>[Br:12][CH2:1][C:2]1[CH:7]=[N:6][C:5]([C:8]([F:11])([F:9])[F:10])=[CH:4][N:3]=1. Reported procedure: To a solution of 2-methyl-5-(trifluoromethyl)pyrazine (1 g) in trifluoromethylbenzene (10 ml) was added N-bromosuccinimide (1.21 g) at room temperature, and the mixture to was stirred at 90° C. for 30 min. To the obtained reaction mixture was added azobisisobutyronitrile (0.051 g), and the mixture was stirred at the same temperature for 7 hr. The reaction mixture was cooled and concentrated under reduced pressure, and the residue was purified by silica gel column chromatography (hexane/ethyl ace... RXN SMILES: C([Li])CCC.CCCCCC.Br[C:13]1[CH:18]=[CH:17][N:16]=[CH:15][CH:14]=1.[CH3:19][O:20][CH:21]1[CH2:26][CH2:25][CH2:24][CH2:23][C:22]1=[O:27]>C(OCC)C.O>[CH3:19][O:20][CH:21]1[CH2:26][CH2:25][CH2:24][CH2:23][C:22]1([C:13]1[CH:18]=[CH:17][N:16]=[CH:15][CH:14]=1)[OH:27]. Run at time 2 hour. The yield is 38.5%. The solvent is C(C)OCC (diethyl ether), C(C)OCC (diethyl ether), O (Water), C(C)OCC (diethyl ether). Procedure details: A stirred solution of 2.5M n-butyllithium in hexane (30.8ml, 0.77mol) at -78° C. was mixed with diethyl ether (310ml) and a solution of 4-bromopyridine (60.9g, 0.39mol) in diethyl ether (1200 ml) was added dropwise over 3 hours. Stirring was continued for 2 hours and a solution of 2-methoxycyclohexanone (54.3g, 0.42mol) in diethyl ether (total volume 100ml) was added dropwise over 1 hour. The stirred solution was allowed to warm to room temperature and stirring was continued overnight. Water (25... The product is COC1C(CCCC1)(O)C1=CC=NC=C1 ((±)-2-methoxy-l-(pyrid-4-yl)cyclohexanol). The reactants are C(CCC)[Li] (n-butyllithium), CCCCCC (hexane), COC1C(CCCC1)=O (2-methoxycyclohexanone), BrC1=CC=NC=C1 (4-bromopyridine). The reactants are C(C)(=O)NCCO (N-acetylethanolamine), FC(C=1C=C(C=CC1)CC(C(=O)O)C1=CC=C(C=C1)C(F)(F)F)(F)F (3-(3-Trifluoromethylphenyl)-2-(4-trifluoromethylphenyl)-propionic acid), CCOC(=O)C (EtOAc), C1=CN(C=N1)C(=O)N2C=CN=C2 (CDI). Run in C1CCOC1 (THF). Reaction conditions: temperature 23.5 celsius, time 16 hour. The product is C(C)(=O)NCCOC(C(CC1=CC(=CC=C1)C(F)(F)F)C1=CC=C(C=C1)C(F)(F)F)=O (2-acetamidoethyl-3-(3-trifluoromethylphenyl)-2-(4-trifluoromethylphenyl)propionate). The yield is 61.6%. RXN SMILES: [F:1][C:2]([F:25])([F:24])[C:3]1[CH:4]=[C:5]([CH2:9][CH:10]([C:14]2[CH:19]=[CH:18][C:17]([C:20]([F:23])([F:22])[F:21])=[CH:16][CH:15]=2)[C:11]([OH:13])=[O:12])[CH:6]=[CH:7][CH:8]=1.C1N=CN(C(N2C=NC=C2)=O)C=1.CCOC(C)=O.[C:44]([NH:47][CH2:48][CH2:49]O)(=[O:46])[CH3:45]>C1COCC1>[C:44]([NH:47][CH2:48][CH2:49][O:12][C:11](=[O:13])[CH:10]([C:14]1[CH:19]=[CH:18][C:17]([C:20]([F:22])([F:23])[F:21])=[CH:16][CH:15]=1)[CH2:9][C:5]1[CH:6]=[CH:7][CH:8]=[C:3]([C:2]([F:24])([F:25])[F:1])[CH:4]=1)(=[O:46])[CH3:45]. Reported procedure: 3-(3-Trifluoromethylphenyl)-2-(4-trifluoromethylphenyl)-propionic acid (105, 2.43 g, crude) was dissolved in anhydrous THF (6 mL) at ambient temperature. CDI (1.64 g, 10.1 mmol) was charged as a solid, followed by EtOAc (4 mL), to rinse the vial. The internal temperature remained between 20-21° C. during the addition. N-acetylethanolamine (3.6 mL, 39 mmol) was added, whereupon the temperature rose to 24.5° C. The mixture was stirred overnight (16 h) at 23-24° C. and then rotary evaporated to a g... Reactants: CC1([C@@]2(C(C[C@H]1CC2)=O)CS(=O)(=O)O)C.CN2CCN(CC2)[C@H]2C[C@H](CCC2)NC(OCC2=CC=CC=C2)=O (Benzyl (1S,3R)-3-(4-methylpiperazin-1-yl)cyclohexylcarbamate ((1S,4R)-7,7-dimethyl-2-oxobicyclo[2.2.1]heptan-1-yl)methanesulfonate), [OH-].[Na+] (NaOH). Solvent: C1(=CC=CC=C1)C (toluene), O (water), C1(=CC=CC=C1)C (toluene). Run at time 30 minute. Product: CN1CCN(CC1)[C@H]1C[C@H](CCC1)NC(OCC1=CC=CC=C1)=O (Benzyl (1S,3R)-3-(4-methylpiperazin-1-yl)cyclohexylcarbamate). Yield: 96.0%. RXN SMILES: CC1(C)[C@@H]2CC[C@@]1(CS(O)(=O)=O)C(=O)C2.[CH3:16][N:17]1[CH2:22][CH2:21][N:20]([C@@H:23]2[CH2:28][CH2:27][CH2:26][C@H:25]([NH:29][C:30](=[O:39])[O:31][CH2:32][C:33]3[CH:38]=[CH:37][CH:36]=[CH:35][CH:34]=3)[CH2:24]2)[CH2:19][CH2:18]1.[OH-].[Na+]>C1(C)C=CC=CC=1.O>[CH3:16][N:17]1[CH2:18][CH2:19][N:20]([C@@H:23]2[CH2:28][CH2:27][CH2:26][C@H:25]([NH:29][C:30](=[O:39])[O:31][CH2:32][C:33]3[CH:34]=[CH:35][CH:36]=[CH:37][CH:38]=3)[CH2:24]2)[CH2:21][CH2:22]1 |f:0.1,2.3|. Reported procedure: Benzyl (1S,3R)-3-(4-methylpiperazin-1-yl)cyclohexylcarbamate ((1S,4R)-7,7-dimethyl-2-oxobicyclo[2.2.1]heptan-1-yl)methanesulfonate (30. g, 5.32 mmol, 1.0 eq.) was taken up in toluene (15 ml); a solution of NaOH (0.234 g, 5.852 mmol, 1.1 eq.) in water (15 ml) was added and stirring was carried out for 30 minutes at RT. The reaction mixture was diluted with toluene (15 ml) and the phases were separated. The org. phase was washed with sat. NaCl solution (15 ml), dried over sodium sulfate and concen...